Dataset: the Open Reaction Database (ORD), a public repository of structured organic reaction records. Task: describe an organic reaction: reactants, conditions, products, and yield Starting materials: NC (NH2Me), [OH-].[Na+] (NaOH), N1=C(Cl)N=C(Cl)N=C1Cl (cyanuric chloride), CC#N (CH3CN). Solvent: O (H2O). Run at temperature 0 celsius, time 5 minute. Yields the product ClC1=NC(=NC(=N1)Cl)NC (4,6-dichloro-N-methyl-1,3,5-triazin-2-amine). As a reaction SMILES: [N:1]1[C:8]([Cl:9])=[N:7][C:5](Cl)=[N:4][C:2]=1[Cl:3].C[C:11]#[N:12].NC.[OH-].[Na+]>O>[Cl:9][C:8]1[N:1]=[C:2]([Cl:3])[N:4]=[C:5]([NH:12][CH3:11])[N:7]=1 |f:3.4|. Reported procedure: To a suspension of cyanuric chloride (300 mg, 1.63 mmol, 1.00 equiv) in 1:1 CH3CN:H2O (2.7 mL) at 0° C. was added NH2Me (2.0 M solution in THF, 0.81 mL, 1.6 mmol). The solution was treated with 1 N NaOH to maintain a pH of 9-10 and stirred for 5 min at 0° C. The resulting suspension was used in the next step without workup or purification. MS (ES+): m/e 178.9 [M+H]+. The reactants are F[C@H]1[C@@H](OC)O[C@@H]([C@H]1O)CO (methyl 2-deoxy-2-fluoro-α-D-ribofuranoside), F[C@H]1[C@H](OC)O[C@@H]([C@H]1O)CO (methyl 2-deoxy-2-fluoro-β-D-ribofuranoside). The product is F[C@H]1[C@H](C(O)O[C@@H]([C@H]1O)CO)O (3-deoxy-3-fluoro-D-allopyranose). The yield is 99.0%. Reaction SMILES: [F:1][C@@H:2]1[C@H:8]([OH:9])[C@@H:7]([CH2:10][OH:11])[O:6][C@@H:3]1[O:4]C.F[C@@H]1[C@H](O)[C@@H](CO)O[C@H:14]1[O:15]C>>[F:1][C@@H:2]1[C@H:8]([OH:9])[C@@H:7]([CH2:10][OH:11])[O:6][CH:3]([OH:4])[C@@H:14]1[OH:15]. Reported procedure: The mixture of compounds (4) and (5) obtained in item (2) above (10.0 g) was dissolved in pyridine (200 ml), to which benzoyl chloride (17.5 ml) was then added, and the resulting mixture was allowed to stand at room temperature for 30 minutes. After addition of a small amount of water, the resultant reaction solution was concentrated, and the syrup obtained was extracted with chloroform. The solution in chloroform was washed with a 5% aqueous potassium hydrogen sulfate solution, a 5% aqueous sod... Reactants: O=C([O-])[O-], COc1cc2ncnc(Nc3ccc(F)c(Cl)c3)c2cc1O, Cl, [K+], [K+], ClCCCN1CCCC1, CN(C)C=O. Yields the product COc1cc2ncnc(Nc3ccc(F)c(Cl)c3)c2cc1OCCCN1CCCC1. Reaction SMILES: [C:33](=[O:34])([O-:35])[O-:36].[Cl:1][c:2]1[cH:3][c:4]([NH:5][c:6]2[n:7][cH:8][n:9][c:10]3[cH:11][c:12]([O:17][CH3:18])[c:13]([OH:16])[cH:14][c:15]23)[cH:19][cH:20][c:21]1[F:22].[ClH:23].[K+:37].[K+:38].[N:24]1([CH2:29][CH2:30][CH2:31][Cl:32])[CH2:25][CH2:26][CH2:27][CH2:28]1.[O:39]=[CH:40][N:41]([CH3:42])[CH3:43]>>[Cl:1][c:2]1[cH:3][c:4]([NH:5][c:6]2[n:7][cH:8][n:9][c:10]3[cH:11][c:12]([O:17][CH3:18])[c:13]([O:16][CH2:31][CH2:30][CH2:29][N:24]4[CH2:25][CH2:26][CH2:27][CH2:28]4)[cH:14][c:15]23)[cH:19][cH:20][c:21]1[F:22]. Reactants: [OH-].[Na+] (sodium hydroxide), CC=1C(=NC=CC1)C=O (3-methyl-2-pyridine aldehyde), C(#N)[BH3-].[Na+] (sodium cyanoborohydride), C(CC)N(C1=CC=C(C=C1)NC(C1=CC=C(C=C1)CNCC=1NC=CN1)=O)CCC (N-(4-dipropylamino-phenyl)-4-{[(1H-imidazol-2-ylmethyl)amino]methyl}-benzamide). Solvent: CO (methanol), C(C)(=O)O (acetic acid). Reaction conditions: time 14 hour. The product is C(CC)N(CCC)CC1=CC=C(C=C1)NC(C1=CC=C(C=C1)CN(CC1=NC=CC=C1C)CC=1NC=CN1)=O (N-(4-dipropylaminomethylphenyl)-4-{[(1H-imidazol-2-ylmethyl)-(3-methylpyridin-2-ylmethyl)-amino]-methyl}-benzamide). As a reaction SMILES: C(N(CCC)[C:5]1[CH:10]=[CH:9][C:8]([NH:11][C:12](=[O:27])[C:13]2[CH:18]=[CH:17][C:16]([CH2:19][NH:20][CH2:21][C:22]3[NH:23][CH:24]=[CH:25][N:26]=3)=[CH:15][CH:14]=2)=[CH:7][CH:6]=1)CC.[CH3:31][C:32]1[C:33]([CH:38]=O)=[N:34][CH:35]=[CH:36][CH:37]=1.[C:40]([BH3-])#[N:41].[Na+].[OH-].[Na+]>CO.C(O)(=O)C>[CH2:6]([N:41]([CH2:40][C:5]1[CH:10]=[CH:9][C:8]([NH:11][C:12](=[O:27])[C:13]2[CH:18]=[CH:17][C:16]([CH2:19][N:20]([CH2:21][C:22]3[NH:23][CH:24]=[CH:25][N:26]=3)[CH2:38][C:33]3[C:32]([CH3:31])=[CH:37][CH:36]=[CH:35][N:34]=3)=[CH:15][CH:14]=2)=[CH:7][CH:6]=1)[CH2:7][CH2:8][CH3:9])[CH2:5][CH3:10] |f:2.3,4.5|. Procedure: The compound (104.9 mg) obtained in Example 47-3 was dissolved in methanol (3.2 ml) and then added with the compound (36.3 mg) obtained in Example 53-1 and sodium cyanoborohydride (31.4 mg). Then, the solution was adjusted to pH 5 with acetic acid and then stirred at room temperature for 14 hours. After completion of the reaction, a 1 mol/l sodium hydroxide aqueous solution was added to the reaction solution, followed by separation/extraction with chloroform. The organic layer was dried with anh... Procedure details: A solution of hydrogen chloride in ether (1 molar, 0.34 ml) was added to a mixture of 4-chloro-6,7-dimethoxy-3-fluoro-quinoline (80 mg) and 4-(2-methoxyphenoxy)-aniline (142 mg) in cyclohexanol (3 ml). The mixture was stirred and heated at 110° C. for 18 hours. The mixture was cooled to ambient temperature and then filtered. The crystals were washed with a small volume of diethyl ether and then dried to give 4-(2-methoxyphenoxy)-anilino-3-fluoro-6,7-dimethoxyquinoline (120 mg, 79%). Solvent: CCOCC (ether), C1(CCCCC1)O (cyclohexanol). The product is COC1=C(OC2=CC=C(NC3=NC4=CC(=C(C=C4C=C3F)OC)OC)C=C2)C=CC=C1 (4-(2-methoxyphenoxy)-anilino-3-fluoro-6,7-dimethoxyquinoline). RXN SMILES: Cl.Cl[C:3]1[C:12]2[C:7](=[CH:8][C:9]([O:15][CH3:16])=[C:10]([O:13][CH3:14])[CH:11]=2)[N:6]=[CH:5][C:4]=1[F:17].[CH3:18][O:19][C:20]1[CH:33]=[CH:32][CH:31]=[CH:30][C:21]=1[O:22][C:23]1[CH:29]=[CH:28][C:26]([NH2:27])=[CH:25][CH:24]=1>CCOCC.C1(O)CCCCC1>[CH3:18][O:19][C:20]1[CH:33]=[CH:32][CH:31]=[CH:30][C:21]=1[O:22][C:23]1[CH:29]=[CH:28][C:26]([NH:27][C:5]2[C:4]([F:17])=[CH:3][C:12]3[C:7](=[CH:8][C:9]([O:15][CH3:16])=[C:10]([O:13][CH3:14])[CH:11]=3)[N:6]=2)=[CH:25][CH:24]=1. The yield is 86.2%. Reactants: Cl (hydrogen chloride), ClC1=C(C=NC2=CC(=C(C=C12)OC)OC)F (4-chloro-6,7-dimethoxy-3-fluoro-quinoline), COC1=C(OC2=CC=C(N)C=C2)C=CC=C1 (4-(2-methoxyphenoxy)-aniline). Reaction conditions: temperature 110 celsius. The reactants are ClC=1C2=C(N=C(N1)N1CCN(CC1)C1=CC=CC=C1)CCS2 (4-chloro-2-(4-phenylpiperazin-1-yl)-6,7-dihydrothieno[3,2-d]pyrimidine), COC=1C=C(C=CC1)N (3-methoxyphenylamine), C(C)(C)N(CC)C(C)C (diisopropylethylamine). Product: COC=1C=C(C=CC1)NC=1C2=C(N=C(N1)N1CCN(CC1)C1=CC=CC=C1)CCS2 ((3-methoxyphenyl)-[2-(4-phenylpiperazin-1-yl)-6,7-dihydrothieno[3,2-d]pyrimidin-4-yl]amine). RXN SMILES: Cl[C:2]1[C:3]2[S:22][CH2:21][CH2:20][C:4]=2[N:5]=[C:6]([N:8]2[CH2:13][CH2:12][N:11]([C:14]3[CH:19]=[CH:18][CH:17]=[CH:16][CH:15]=3)[CH2:10][CH2:9]2)[N:7]=1.[CH3:23][O:24][C:25]1[CH:26]=[C:27]([NH2:31])[CH:28]=[CH:29][CH:30]=1.C(N(C(C)C)CC)(C)C>>[CH3:23][O:24][C:25]1[CH:26]=[C:27]([NH:31][C:2]2[C:3]3[S:22][CH2:21][CH2:20][C:4]=3[N:5]=[C:6]([N:8]3[CH2:13][CH2:12][N:11]([C:14]4[CH:19]=[CH:18][CH:17]=[CH:16][CH:15]=4)[CH2:10][CH2:9]3)[N:7]=2)[CH:28]=[CH:29][CH:30]=1. Procedure details: 0.320 g (0.96 mmol) of 4-chloro-2-(4-phenylpiperazin-1-yl)-6,7-dihydrothieno[3,2-d]pyrimidine (V), 1.5 mL (13.1 mmol) of 3-methoxyphenylamine, and 0.33 mL (1.92 mmol) of diisopropylethylamine are combined, and reacted for 0.5 hours at 130° C. in the microwave. Then the reaction mixture is purified by chromatography using HPLC through an RP column (column: Microsorb, RP-C18, 300 Å, 10 μm, 21.4*250 mm, eluant: acetonitrile+0.1% formic acid (A), water+0.13% formic acid (B)). Starting materials: CC(C)(C)OC(=O)NC1CN(C2CCCCC2)c2ccccc2N(CC(=O)C(C)(C)C)C1=O, CCOCC, CCO, Cl, O. The product is CC(C)(C)C(=O)CN1C(=O)C(N)CN(C2CCCCC2)c2ccccc21. Reaction SMILES: [C:1]([CH3:2])([CH3:3])([CH3:4])[C:5](=[O:6])[CH2:7][N:8]1[C:9](=[O:33])[CH:10]([NH:25][C:26]([O:27][C:28]([CH3:29])([CH3:30])[CH3:31])=[O:32])[CH2:11][N:12]([CH:19]2[CH2:20][CH2:21][CH2:22][CH2:23][CH2:24]2)[c:13]2[c:14]1[cH:15][cH:16][cH:17][cH:18]2.[CH3:36][CH2:37][O:38][CH2:39][CH3:40].[CH3:41][CH2:42][OH:43].[ClH:34].[OH2:35]>>[C:1]([CH3:2])([CH3:3])([CH3:4])[C:5](=[O:6])[CH2:7][N:8]1[C:9](=[O:33])[CH:10]([NH2:25])[CH2:11][N:12]([CH:19]2[CH2:20][CH2:21][CH2:22][CH2:23][CH2:24]2)[c:13]2[c:14]1[cH:15][cH:16][cH:17][cH:18]2.